Dataset: the Open Reaction Database (ORD), a public repository of structured organic reaction records. Task: describe an organic reaction: reactants, conditions, products, and yield The solvent is CN(C=O)C (dimethylformamide). Reported procedure: Phenol (1.282 g, 13.63 mmol) in dimethylformamide (20 mL) was treated with 60% sodium hydride (0.545 g, 13.63 mmol). The reaction mixture was stirred for 10 minutes. To this solution was added 4-fluoro-3-nitrobenzenesulfonamide (0.75 g, 3.41 mmol). The reaction mixture was stirred at ambient temperature for 2 hours. The reaction mixture was partitioned between water and ethyl acetate. The aqueous layer was neutralized with 10% HCl and extracted with additional ethyl acetate twice. The combined o... Isolated yield 95.7%. Reaction SMILES: [C:1]1([OH:7])[CH:6]=[CH:5][CH:4]=[CH:3][CH:2]=1.[H-].[Na+].F[C:11]1[CH:16]=[CH:15][C:14]([S:17]([NH2:20])(=[O:19])=[O:18])=[CH:13][C:12]=1[N+:21]([O-:23])=[O:22]>CN(C)C=O>[N+:21]([C:12]1[CH:13]=[C:14]([S:17]([NH2:20])(=[O:19])=[O:18])[CH:15]=[CH:16][C:11]=1[O:7][C:1]1[CH:6]=[CH:5][CH:4]=[CH:3][CH:2]=1)([O-:23])=[O:22] |f:1.2|. The product is [N+](=O)([O-])C=1C=C(C=CC1OC1=CC=CC=C1)S(=O)(=O)N (3-nitro-4-phenoxybenzenesulfonamide). Reaction conditions: time 10 minute. Starting materials: C1(=CC=CC=C1)O (Phenol), [H-].[Na+] (sodium hydride), FC1=C(C=C(C=C1)S(=O)(=O)N)[N+](=O)[O-] (4-fluoro-3-nitrobenzenesulfonamide). The reactants are solid, O.O.[Sn](Cl)Cl (tin (II) chloride dihydrate), ClC1=NC(=NC(=C1C1=CC=C(C=C1)F)C1=CC=C(C=C1)S(=O)(=O)C)C(F)(F)F (4-Chloro-5-(4-fluorophenyl)-6-[4-(methylsulfonyl)phenyl]-2-(trifluoro methyl)pyrimidine), [N+](=O)([O-])C=1C=CC(=NC1)N1CCNCC1 (1-(5-nitropyridin-2-yl)piperazine), C(C)(C)N(CC)C(C)C (diisopropylethylamine). Run in C(C)(=O)O (acetic acid), C(C)#N (acetonitrile). Run at temperature 62.5 celsius, time 11 hour. Yields the product C(C)(=O)NC=1C=CC(=NC1)N1CCN(CC1)C1=NC(=NC(=C1C1=CC=C(C=C1)F)C1=CC=C(C=C1)S(=O)(=O)C)C(F)(F)F (4-[5-(acetylamino)pyridin-2-yl]piperazin-1-yl-5-(4-fluoro phenyl)-6-[4-(methylsulfonyl)phenyl]-2-(trifluoromethyl)pyrimidine). As a reaction SMILES: Cl[C:2]1[C:7]([C:8]2[CH:13]=[CH:12][C:11]([F:14])=[CH:10][CH:9]=2)=[C:6]([C:15]2[CH:20]=[CH:19][C:18]([S:21]([CH3:24])(=[O:23])=[O:22])=[CH:17][CH:16]=2)[N:5]=[C:4]([C:25]([F:28])([F:27])[F:26])[N:3]=1.[N+:29]([C:32]1[CH:33]=[CH:34][C:35]([N:38]2[CH2:43][CH2:42][NH:41][CH2:40][CH2:39]2)=[N:36][CH:37]=1)([O-])=O.C(N([CH:50]([CH3:52])C)CC)(C)C.[OH2:53].O.[Sn](Cl)Cl>C(O)(=O)C.C(#N)C>[C:50]([NH:29][C:32]1[CH:33]=[CH:34][C:35]([N:38]2[CH2:43][CH2:42][N:41]([C:2]3[C:7]([C:8]4[CH:13]=[CH:12][C:11]([F:14])=[CH:10][CH:9]=4)=[C:6]([C:15]4[CH:20]=[CH:19][C:18]([S:21]([CH3:24])(=[O:22])=[O:23])=[CH:17][CH:16]=4)[N:5]=[C:4]([C:25]([F:27])([F:28])[F:26])[N:3]=3)[CH2:40][CH2:39]2)=[N:36][CH:37]=1)(=[O:53])[CH3:52] |f:3.4.5|. Reported procedure: 4-Chloro-5-(4-fluorophenyl)-6-[4-(methylsulfonyl)phenyl]-2-(trifluoro methyl)pyrimidine (0.15 g, 0.35 mmol) was treated with 1-(5-nitropyridin-2-yl)piperazine (0.087 g, 0.418 mmol) and diisopropylethylamine (0.06 mL, 0.35 mmol), acetonitrile (2.5 ml) and the reaction mixture was heated at 60-65° C. for 2 hours. Subsequently the reaction mixture was precipitated by the addition of diisopropyl ether (2 ml). The above-obtained solid (0.11 g, 0.182 mmol) was taken up in acetic acid (2 ml) and tin (I... Starting materials: FC(C=1C=C(C=O)C=C(C1)C(F)(F)F)(F)F (3,5-bis(trifluoromethyl)benzaldehyde), [H][H] (hydrogen). Reagents/catalysts: [Ni] (Raney nickel). The solvent is C1(=CC=CC=C1)C (toluene). Reaction conditions: time 7.5 hour. Product: FC(C=1C=C(CO)C=C(C1)C(F)(F)F)(F)F (3,5-bis(trifluoro-methyl)benzyl alcohol). Isolated yield 82.5%. RXN SMILES: [F:1][C:2]([F:16])([F:15])[C:3]1[CH:4]=[C:5]([CH:8]=[C:9]([C:11]([F:14])([F:13])[F:12])[CH:10]=1)[CH:6]=[O:7].[H][H]>[Ni].C1(C)C=CC=CC=1>[F:1][C:2]([F:15])([F:16])[C:3]1[CH:4]=[C:5]([CH:8]=[C:9]([C:11]([F:14])([F:12])[F:13])[CH:10]=1)[CH2:6][OH:7]. Procedure details: 37 g of 3,5-bis(trifluoromethyl)benzaldehyde and 4 g of Raney nickel together with 150 ml of toluene were placed in a reaction vessel at room temperature. The vessel was pressurized with 30 bar of hydrogen gas and the mixture was hydrogenated at 50° C. for 7.5 hours while stirring. The mixture was subsequently cooled to room temperature, depressurized and the catalyst was filtered off. The filtrate was evaporated and the crude product obtained in this way was distilled at 17 mbar. 3,5-bis(triflu... Reactants: C(C)OC(C1=C(C=CC(=C1)F)CBr)=O (2-bromomethyl-5-fluorobenzoic acid ethyl ester), C(C)OC(CCCC1=CC=C(C=C1)N)=O (4-(4-amino-phenyl)butyric acid ethyl ester), NC1=CC=CC=C1 (aniline). Yields the product C(C)OC(CCCC1=CC=C(C=C1)N1C(C2=CC(=CC=C2C1)F)=O)=O (4-[4-(6-fluoro-1-oxo-1,3-dihydro-isoindol-2-yl)-phenyl]-butyric acid ethyl ester). Reaction SMILES: C(O[C:4](=[O:14])[C:5]1[CH:10]=[C:9]([F:11])[CH:8]=[CH:7][C:6]=1[CH2:12]Br)C.[CH2:15]([O:17][C:18](=[O:29])[CH2:19][CH2:20][CH2:21][C:22]1[CH:27]=[CH:26][C:25]([NH2:28])=[CH:24][CH:23]=1)[CH3:16].NC1C=CC=CC=1>>[CH2:15]([O:17][C:18](=[O:29])[CH2:19][CH2:20][CH2:21][C:22]1[CH:23]=[CH:24][C:25]([N:28]2[CH2:12][C:6]3[C:5](=[CH:10][C:9]([F:11])=[CH:8][CH:7]=3)[C:4]2=[O:14])=[CH:26][CH:27]=1)[CH3:16]. Procedure: By using 2-bromomethyl-5-fluorobenzoic acid ethyl ester and 4-(4-amino-phenyl)butyric acid ethyl ester instead of 2-bromomethyl-6-nitro-benzoic acid methyl ester and aniline used in Example 25, synthesis was performed in the same manner as that of Example 25 to obtain 4-[4-(6-fluoro-1-oxo-1,3-dihydro-isoindol-2-yl)-phenyl]-butyric acid ethyl ester as an orange oily substance. The reactants are CCCCCCN, Clc1ccccc1. Product: CCCCCCNc1ccccc1. RXN SMILES: [CH2:8]([CH2:9][CH2:10][CH2:11][CH2:12][CH3:13])[NH2:14].[Cl:1][c:2]1[cH:3][cH:4][cH:5][cH:6][cH:7]1>>[c:2]1([NH:14][CH2:8][CH2:9][CH2:10][CH2:11][CH2:12][CH3:13])[cH:3][cH:4][cH:5][cH:6][cH:7]1. Reactants: ClC1=C(C(=CC=C1)Cl)NNC(=O)OC(C)(C)C (tert-butyl 2-(2,6-dichlorophenyl)hydrazinecarboxylate), COC=1C=C(C(=O)N=C=O)C=CC1[N+](=O)[O-] (3-methoxy-4-nitrobenzoyl isocyanate). The solvent is C(Cl)Cl (DCM). Conditions: time 2 hour. Yields the product ClC1=C(C(=CC=C1)Cl)N(NC(=O)OC(C)(C)C)C(NC(C1=CC(=C(C=C1)[N+](=O)[O-])OC)=O)=O (tert-butyl 2-(2,6-dichlorophenyl)-2-((3-methoxy-4-nitrobenzoyl)carbamoyl)hydrazinecarboxylate). The yield is 66.8%. Reaction SMILES: [Cl:1][C:2]1[CH:7]=[CH:6][CH:5]=[C:4]([Cl:8])[C:3]=1[NH:9][NH:10][C:11]([O:13][C:14]([CH3:17])([CH3:16])[CH3:15])=[O:12].[CH3:18][O:19][C:20]1[CH:21]=[C:22]([CH:28]=[CH:29][C:30]=1[N+:31]([O-:33])=[O:32])[C:23]([N:25]=[C:26]=[O:27])=[O:24]>C(Cl)Cl>[Cl:1][C:2]1[CH:7]=[CH:6][CH:5]=[C:4]([Cl:8])[C:3]=1[N:9]([C:26](=[O:27])[NH:25][C:23](=[O:24])[C:22]1[CH:28]=[CH:29][C:30]([N+:31]([O-:33])=[O:32])=[C:20]([O:19][CH3:18])[CH:21]=1)[NH:10][C:11]([O:13][C:14]([CH3:17])([CH3:16])[CH3:15])=[O:12]. Procedure: To a solution of tert-butyl 2-(2,6-dichlorophenyl)hydrazinecarboxylate (Intermediate-44, 1.2 g, 4.5 mmol) in DCM (20 mL) was added 3-methoxy-4-nitrobenzoyl isocyanate (1.0 g, 4.5 mmol). The reaction mass was stirred at RT for 2 h. Excess of solvent was removed under vacuum to afford 1.5 g of desired product. 1H NMR (300 MHz, DMSO d6): δ 1.35 (s, 9H), 3.97 (s, 3H), 7.89 (m, 1H), 7.27-7.35 (m, 2H), 7.55 (d, 1H), 7.62-7.75 (m, 1H), 7.94 (d, 1H), 8.26 (s, 1H), 9.03 (s, 1H); MS (m/z): 496.78 (M−H)−.